Task: describe an organic reaction: reactants, conditions, products, and yield. Dataset: the Open Reaction Database (ORD), a public repository of structured organic reaction records Reaction SMILES: [F:1][C:2]([CH2:3][CH2:4][CH2:5][CH2:6][n:7]1[n:8][c:9]([NH2:12])[cH:10][cH:11]1)([CH3:13])[F:14].[c:15]1([CH3:26])[c:16]([CH:21]=[CH:22][C:23](=[O:24])[OH:25])[cH:17][cH:18][cH:19][cH:20]1>>[F:1][C:2]([CH2:3][CH2:4][CH2:5][CH2:6][n:7]1[n:8][c:9]([NH:12][C:23]([CH:22]=[CH:21][c:16]2[c:15]([CH3:26])[cH:20][cH:19][cH:18][cH:17]2)=[O:24])[cH:10][cH:11]1)([CH3:13])[F:14]. Reactants: CC(F)(F)CCCCn1ccc(N)n1, Cc1ccccc1C=CC(=O)O. The product is Cc1ccccc1C=CC(=O)Nc1ccn(CCCCC(C)(F)F)n1. Reactants: CN1C(CCC2=CC(=CC=C12)C(=O)C1CCC(=O)O1)=O (4-(1-methyl-2-oxo-1,2,3,4-tetrahydroquinolin-6-yl)carbonyl-γ-butyrolactone), O.NN (hydrazine hydrate), C(C)O (ethanol). Yields the product OCC1CC(NN=C1C=1CC2CCC(N(C2=CC1)C)=O)=O (6-(5-hydroxymethyl-3-oxo-2,3,4,5-tetrahydropyridazin-6-yl)-1-methyl-1,2,4,5-tetrahydroquinolin-2-one). Reaction SMILES: [CH3:1][N:2]1[C:11]2[C:6](=[CH:7][C:8]([C:12]([CH:14]3OC(=O)[CH2:16][CH2:15]3)=O)=[CH:9][CH:10]=2)[CH2:5][CH2:4][C:3]1=[O:20].[OH2:21].[NH2:22][NH2:23].[CH2:24]([OH:26])C>>[OH:26][CH2:24][CH:14]1[C:12]([C:8]2[CH2:7][CH:6]3[C:11](=[CH:10][CH:9]=2)[N:2]([CH3:1])[C:3](=[O:20])[CH2:4][CH2:5]3)=[N:23][NH:22][C:16](=[O:21])[CH2:15]1 |f:1.2|. Procedure details: A solution of 4.9 g of 4-(1-methyl-2-oxo-1,2,3,4-tetrahydroquinolin-6-yl)carbonyl-γ-butyrolactone and 3.0 ml of 85% hydrazine hydrate in 50 ml of ethanol was heated under reflux overnight. The reaction mixture was concentrated under reduced pressure and ice-cold water was added to the residue. After the mixture was allowed to stand, the precipitated crystals were filtered off and recrystallized from water to give 2.5 g of 6-(5-hydroxymethyl-3-oxo-2,3,4,5-tetrahydropyridazin-6-yl)-1-methyl-1,2,4,... The reactants are C(C)(=O)Cl (acetyl chloride), N1=CC=CC=C1 (pyridine), Cl.ClCCCC1NCCC=2C3=CC=CC=C3NC12 (1-(3'-chloropropyl)-1,2,3,4-tetrahydro-β-carboline hydrochloride). Solvent: CN(C=O)C (dimethylformamide). Reaction conditions: temperature 5 celsius, time 2 hour. The product is ClCCCC1N(CCC=2C3=CC=CC=C3NC12)C(C)=O (1-(3'-chloropropyl)-2-acetyl-1,2,3,4-tetrahydro-β-carboline). The yield is 96.9%. Reaction SMILES: Cl.[Cl:2][CH2:3][CH2:4][CH2:5][CH:6]1[C:18]2[NH:17][C:16]3[C:11](=[CH:12][CH:13]=[CH:14][CH:15]=3)[C:10]=2[CH2:9][CH2:8][NH:7]1.[C:19](Cl)(=[O:21])[CH3:20].N1C=CC=CC=1>CN(C)C=O>[Cl:2][CH2:3][CH2:4][CH2:5][CH:6]1[C:18]2[NH:17][C:16]3[C:11](=[CH:12][CH:13]=[CH:14][CH:15]=3)[C:10]=2[CH2:9][CH2:8][N:7]1[C:19](=[O:21])[CH3:20] |f:0.1|. Reported procedure: 17.1 g (60 millimoles) of 1-(3'-chloropropyl)-1,2,3,4-tetrahydro-β-carboline hydrochloride were dissolved in 240 ml of dimethylformamide while heating, and the solution was then cooled to 5° C. in an ice bath. 11.5 g (150 millimoles) of acetyl chloride and immediately thereafter 23.7 g (300 millimoles) of pyridine were added dropwise to the thoroughly stirred solution, the temperature not rising above 5° C. during this operation. Thereafter, stirring was continued for a further 2 hours at this t... Starting materials: [N+](=O)([O-])NC1=NC=C(C(N1)=O)CC=1C=NC(=CC1)C (2-nitroamino-5-(6-methyl-3-pyridylmethyl)-4-pyrimidone), NCCCCCO (5-aminopentanol). Solvent: N1=CC=CC=C1 (pyridine). The product is OCCCCCNC1=NC=C(C(N1)=O)CC=1C=NC(=CC1)C (2-(5-hydroxypentylamino)-5-(6-methyl-3-pyridylmethyl)-4-pyrimidone). RXN SMILES: [N+]([NH:4][C:5]1[NH:10][C:9](=[O:11])[C:8]([CH2:12][C:13]2[CH:14]=[N:15][C:16]([CH3:19])=[CH:17][CH:18]=2)=[CH:7][N:6]=1)([O-])=O.N[CH2:21][CH2:22][CH2:23][CH2:24][CH2:25][OH:26]>N1C=CC=CC=1>[OH:26][CH2:25][CH2:24][CH2:23][CH2:22][CH2:21][NH:4][C:5]1[NH:10][C:9](=[O:11])[C:8]([CH2:12][C:13]2[CH:14]=[N:15][C:16]([CH3:19])=[CH:17][CH:18]=2)=[CH:7][N:6]=1. Procedure details: Reaction of 2-nitroamino-5-(6-methyl-3-pyridylmethyl)-4-pyrimidone with 5-aminopentanol in refluxing pyridine gives 2-(5-hydroxypentylamino)-5-(6-methyl-3-pyridylmethyl)-4-pyrimidone which can be converted into 2-[5-(O-isoureido)pentylamino]-5-(6-methyl-3-pyridylmethyl)-4-pyrimidone by the procedure of Example 5(iii). Starting materials: COC(=O)Cc1ccccc1OCc1ccc(OCc2nc(-c3ccccc3)sc2C)nc1, CO, Cl, [Na+], C1CCOC1, [OH-], O. Yields the product Cc1sc(-c2ccccc2)nc1COc1ccc(COc2ccccc2CC(=O)O)cn1. As a reaction SMILES: [CH3:1][c:2]1[c:3]([CH2:13][O:14][c:15]2[cH:16][cH:17][c:18]([CH2:21][O:22][c:23]3[c:24]([CH2:29][C:30](=[O:31])[O:32][CH3:33])[cH:25][cH:26][cH:27][cH:28]3)[cH:19][n:20]2)[n:4][c:5](-[c:7]2[cH:8][cH:9][cH:10][cH:11][cH:12]2)[s:6]1.[CH3:43][OH:44].[ClH:41].[Na+:40].[O:34]1[CH2:35][CH2:36][CH2:37][CH2:38]1.[OH-:39].[OH2:42]>>[CH3:1][c:2]1[c:3]([CH2:13][O:14][c:15]2[cH:16][cH:17][c:18]([CH2:21][O:22][c:23]3[c:24]([CH2:29][C:30](=[O:31])[OH:32])[cH:25][cH:26][cH:27][cH:28]3)[cH:19][n:20]2)[n:4][c:5](-[c:7]2[cH:8][cH:9][cH:10][cH:11][cH:12]2)[s:6]1. Conditions: temperature 70 celsius. Isolated yield 61.0%. Procedure details: To a stirred solution of 66 gm 9(3-methylphenyl)-7-ketononanoic acid in 35 ml diethylene glycol was added 4.3 ml hydrazine hydrate. The reaction mixture was heated at 120° for 5 hrs, cooled to 70° C., connected to a water aspirator, and re-heated to 120°-30° for 31/2 hrs. The mixture was then cooled to 70°, 6.5 g KOH was added, and the reaction mixture was heated to 160°-200° (temperature varied with N2 evolution) for 11 hr, then cooled to room temperature. The solidified reaction mass was disso... RXN SMILES: [CH3:1][C:2]1[CH:3]=[C:4]([CH2:8][CH2:9][C:10](=O)[CH2:11][CH2:12][CH2:13][CH2:14][CH2:15][C:16]([OH:18])=[O:17])[CH:5]=[CH:6][CH:7]=1.O.NN.[OH-].[K+].N#N.Cl>C(O)COCCO.O>[CH3:1][C:2]1[CH:3]=[C:4]([CH2:8][CH2:9][CH2:10][CH2:11][CH2:12][CH2:13][CH2:14][CH2:15][C:16]([OH:18])=[O:17])[CH:5]=[CH:6][CH:7]=1 |f:1.2,3.4|. Solvent: O (water), O (water), C(COCCO)O (diethylene glycol). Yields the product CC=1C=C(C=CC1)CCCCCCCCC(=O)O (9(3-methylphenyl)nonanoic acid). The reactants are N#N (N2), Cl (HCl), CC=1C=C(C=CC1)CCC(CCCCCC(=O)O)=O (9(3-methylphenyl)-7-ketononanoic acid), O.NN (hydrazine hydrate), [OH-].[K+] (KOH). Starting materials: C(CCC)[Sn](CCCC)=O (dibutyltin oxide), C1(\C=C/C(=O)O1)=O (maleic anhydride). Yields the product C(\C=C/C(=O)[O-])(=O)[O-].C(CCC)[Sn+2]CCCC (dibutyltin maleate). As a reaction SMILES: [CH2:1]([Sn:5](=[O:10])[CH2:6][CH2:7][CH2:8][CH3:9])[CH2:2][CH2:3][CH3:4].[C:11]1(=[O:17])[O:16][C:14](=[O:15])[CH:13]=[CH:12]1>>[C:11]([O-:16])(=[O:17])/[CH:12]=[CH:13]\[C:14]([O-:10])=[O:15].[CH2:1]([Sn+2:5][CH2:6][CH2:7][CH2:8][CH3:9])[CH2:2][CH2:3][CH3:4] |f:2.3|. Procedure details: A mixture containing 747 g. (3 moles) of finely divided dibutyltin oxide and 147.5 g. (1.5 mole) of maleic anhydride was blended in a tumbling type mixing apparatus available as Twin-Shell Dry Blender Model 182181 from Paterson-Kelley Co. Inc. The mixing chamber was maintained at ambient temperature for one hour, at which time the walls of the mixing chamber were heated. At the end of one hour the temperature of the material in the chamber was 54° C. Differential thermal analysis of the material...